From a dataset of the Open Reaction Database (ORD), a public repository of structured organic reaction records. describe an organic reaction: reactants, conditions, products, and yield The reactants are C1(CCC(CC1)OC1=NC=NC=2CCCCC12)=O (4-(cyclohexanone-4-oxy)-5,6,7,8-tetrahydroquinazoline), C(C)(=O)[O-].[Na+] (sodium acetate), [Cl-].O[NH3+] (hydroxyl ammonium chloride). Run in C(C)O (ethanol). The product is ON=C1CCC(CC1)OC1=NC=NC=2CCCCC12 (4-[4-(hydroxylimino) cyclohexyloxy]-5,6,7,8-tetrahydroquinazoline). RXN SMILES: [C:1]1(=O)[CH2:6][CH2:5][CH:4]([O:7][C:8]2[C:17]3[CH2:16][CH2:15][CH2:14][CH2:13][C:12]=3[N:11]=[CH:10][N:9]=2)[CH2:3][CH2:2]1.C([O-])(=O)C.[Na+].[Cl-].[OH:25][NH3+:26]>C(O)C>[OH:25][N:26]=[C:1]1[CH2:6][CH2:5][CH:4]([O:7][C:8]2[C:17]3[CH2:16][CH2:15][CH2:14][CH2:13][C:12]=3[N:11]=[CH:10][N:9]=2)[CH2:3][CH2:2]1 |f:1.2,3.4|. Procedure details: A solution of 3.8 g (15.5 mmol) of 4-(cyclohexanone-4-oxy)-5,6,7,8-tetrahydroquinazoline in 50 ml of distilled ethanol is first treated with 2.9 g (34.2 mmol) of sodium acetate and then with 2.2 g (31.0 mmol) of hydroxyl ammonium chloride. The reaction mixture is refluxed for 4 hours, and the crystallized product (1.8 g) is subsequently removed by filtration with suction. The reactants are BrC=1C=C(C=C2C=NNC12)[N+](=O)[O-] (7-bromo-5-nitro-1H-indazole), CO (MeOH). The reagents and catalysts are [Fe] (iron). Run in C(C)(=O)O (acetic acid). Reaction conditions: temperature 80 celsius, time 2.5 hour. Yields the product BrC=1C=C(C=C2C=NNC12)N (7-bromo-1H-indazol-5-ylamine). Yield: 39.5%. Reaction SMILES: [Br:1][C:2]1[CH:3]=[C:4]([N+:11]([O-])=O)[CH:5]=[C:6]2[C:10]=1[NH:9][N:8]=[CH:7]2.CO>C(O)(=O)C.[Fe]>[Br:1][C:2]1[CH:3]=[C:4]([NH2:11])[CH:5]=[C:6]2[C:10]=1[NH:9][N:8]=[CH:7]2. Reported procedure: A mixture of iron (Aldrich 99.99+%, 13.85 g, 248.0 mmol) and crude 7-bromo-5-nitro-1H-indazole (20.00 g, 82.63 mmol) in glacial acetic acid (100 mL) was heated at about 80° C. in a 2-neck round bottom flask equipped with a mechanical stirrer and a nitrogen line with a bubbler. After about 2.5 hours, MeOH (100 mL) was added, warmed, and filtered hot through Celite®. The Celite® pad was washed with additional MeOH (4×100 mL) and the combined organic layers were concentrated under reduced pressure.... Reactants: C1(CC1)C(=O)O (cyclopropanecarboxylic acid), Cl.CN(CCCN=C=NCC)C (1-(3-dimethylaminopropyl)-3-ethyl carbodiimide hydrochloride), reagents, O1C(CCCC1)N1N=C(C2=CC(=CC=C12)C1=NN(C=N1)C(C1=CC=CC=C1)(C1=CC=CC=C1)C1=CC=CC=C1)C=1C=C(C=CC1)N (3-{1-perhydro-2H-pyran-2-yl-5-[1-(triphenylmethyl)(1,2,4-triazol-3-yl)]-1H-indazol-3-yl}phenylamine). Run in ClCCl (dichloromethane), ClCCl (dichloromethane). Product: C1(CC1)C(=O)NC1=CC(=CC=C1)C1=NN(C2=CC=C(C=C12)C1=NN(C=N1)C(C1=CC=CC=C1)(C1=CC=CC=C1)C1=CC=CC=C1)C1OCCCC1 (Cyclopropyl-N-(3-{1-perhydro-2H-pyran-2-yl-5-[1-(triphenylmethyl)(1,2,4-triazol-3-yl)](1H-indazol-3-yl)}phenyl)carboxamide). RXN SMILES: [CH:1]1([C:4]([OH:6])=O)[CH2:3][CH2:2]1.Cl.CN(C)CCCN=C=NCC.[O:19]1[CH2:24][CH2:23][CH2:22][CH2:21][CH:20]1[N:25]1[C:33]2[C:28](=[CH:29][C:30]([C:34]3[N:38]=[CH:37][N:36]([C:39]([C:52]4[CH:57]=[CH:56][CH:55]=[CH:54][CH:53]=4)([C:46]4[CH:51]=[CH:50][CH:49]=[CH:48][CH:47]=4)[C:40]4[CH:45]=[CH:44][CH:43]=[CH:42][CH:41]=4)[N:35]=3)=[CH:31][CH:32]=2)[C:27]([C:58]2[CH:59]=[C:60]([NH2:64])[CH:61]=[CH:62][CH:63]=2)=[N:26]1>ClCCl>[CH:1]1([C:4]([NH:64][C:60]2[CH:61]=[CH:62][CH:63]=[C:58]([C:27]3[C:28]4[C:33](=[CH:32][CH:31]=[C:30]([C:34]5[N:38]=[CH:37][N:36]([C:39]([C:40]6[CH:41]=[CH:42][CH:43]=[CH:44][CH:45]=6)([C:46]6[CH:51]=[CH:50][CH:49]=[CH:48][CH:47]=6)[C:52]6[CH:57]=[CH:56][CH:55]=[CH:54][CH:53]=6)[N:35]=5)[CH:29]=4)[N:25]([CH:20]4[CH2:21][CH2:22][CH2:23][CH2:24][O:19]4)[N:26]=3)[CH:59]=2)=[O:6])[CH2:3][CH2:2]1 |f:1.2|. Reported procedure: To a solution of cyclopropanecarboxylic acid (0.024 g, 0.274 mmol) in 2.5 mL of dichloromethane was added 1-(3-dimethylaminopropyl)-3-ethyl carbodiimide hydrochloride (EDCI) (0.057 g, 0.298 mmol). The reaction was stirred at room temperature for 10 min before 3-{1-perhydro-2H-pyran-2-yl-5-[1-(triphenylmethyl)(1,2,4-triazol-3-yl)]-1H-indazol-3-yl}phenylamine (0.150 g, 0.248 mmol), dissolved in 1 mL of dichloromethane was added to the solution. The reaction was stirred at room temperature for 2 da...